Dataset: the Open Reaction Database (ORD), a public repository of structured organic reaction records. Task: describe an organic reaction: reactants, conditions, products, and yield The reactants are C(C)OC(=O)C1=NNC(=C1)C1=CC=C(C=C1)OC(F)(F)F (5-(4-trifluoromethoxy-phenyl)-1H-pyrazole-3-carboxylic acid ethyl ester), FC(COS(=O)(=O)C(F)(F)F)(F)F (trifluoroethyltriflate). Product: C(C)OC(=O)C=1N(N=C(C1)C1=CC=C(C=C1)OC(F)(F)F)CC(F)(F)F (2-(2,2,2-trifluoro-ethyl)-5-(4-trifluoromethoxy-phenyl)-2H-pyrazole-3-carboxylic acid ethyl ester). RXN SMILES: [CH2:1]([O:3][C:4]([C:6]1[CH:10]=[C:9]([C:11]2[CH:16]=[CH:15][C:14]([O:17][C:18]([F:21])([F:20])[F:19])=[CH:13][CH:12]=2)[NH:8][N:7]=1)=[O:5])[CH3:2].[F:22][C:23]([F:34])([F:33])[CH2:24]OS(C(F)(F)F)(=O)=O>>[CH2:1]([O:3][C:4]([C:6]1[N:7]([CH2:24][C:23]([F:34])([F:33])[F:22])[N:8]=[C:9]([C:11]2[CH:16]=[CH:15][C:14]([O:17][C:18]([F:21])([F:20])[F:19])=[CH:13][CH:12]=2)[CH:10]=1)=[O:5])[CH3:2]. Procedure details: In analogy to the procedure described for example 13 a], 5-(4-trifluoromethoxy-phenyl)-1H-pyrazole-3-carboxylic acid ethyl ester (example 11 b]) was reacted with trifluoroethyltriflate to give 2-(2,2,2-trifluoro-ethyl)-5-(4-trifluoromethoxy-phenyl)-2H-pyrazole-3-carboxylic acid ethyl ester as colorless solid. The reactants are C(C)(C)(C)OC(=O)N1C(O[C@H]([C@@H]1C[C@H](CC1=CC(=C(C=C1)OC)OCCCOC)C(C)C)C[C@H](COCC1=CC=CC=C1)C(C)C)(C)C (3-tert-butoxycarbonyl-5(S)-(3-benzyloxy-2(S)-isopropyl-propyl)-4(S)-{2(S)-iso-propyl-3-[4-methoxy-3-(3-methoxypropyloxy)-phenyl]-propyl}-2,2-dimethyl-1,3-oxazolidine). Reagents/catalysts: [Pd] (Pd/C). Run in O1CCCC1 (tetrahydrofuran). Yields the product C(C)(C)(C)OC(=O)N1C(O[C@H]([C@@H]1C[C@H](CC1=CC(=C(C=C1)OC)OCCCOC)C(C)C)C[C@H](CO)C(C)C)(C)C (3-Tert-butoxycarbonyl-5(S)-(3-hydroxy-2(S)-isopropyl-propyl)-4(S)-{2(S)-isopropyl-3-[4-methoxy-3-(3-methoxypropyloxy)-phenyl]-propyl}-2,2-dimethyl-1,3-oxazolidine). As a reaction SMILES: [C:1]([O:5][C:6]([N:8]1[C@@H:12]([CH2:13][C@@H:14]([CH:30]([CH3:32])[CH3:31])[CH2:15][C:16]2[CH:21]=[CH:20][C:19]([O:22][CH3:23])=[C:18]([O:24][CH2:25][CH2:26][CH2:27][O:28][CH3:29])[CH:17]=2)[C@H:11]([CH2:33][C@@H:34]([CH:44]([CH3:46])[CH3:45])[CH2:35][O:36]CC2C=CC=CC=2)[O:10][C:9]1([CH3:48])[CH3:47])=[O:7])([CH3:4])([CH3:3])[CH3:2]>O1CCCC1.[Pd]>[C:1]([O:5][C:6]([N:8]1[C@@H:12]([CH2:13][C@@H:14]([CH:30]([CH3:32])[CH3:31])[CH2:15][C:16]2[CH:21]=[CH:20][C:19]([O:22][CH3:23])=[C:18]([O:24][CH2:25][CH2:26][CH2:27][O:28][CH3:29])[CH:17]=2)[C@H:11]([CH2:33][C@@H:34]([CH:44]([CH3:46])[CH3:45])[CH2:35][OH:36])[O:10][C:9]1([CH3:47])[CH3:48])=[O:7])([CH3:3])([CH3:4])[CH3:2]. Reported procedure: 3.7 g of 3-tert-butoxycarbonyl-5(S)-(3-benzyloxy-2(S)-isopropyl-propyl)-4(S)-{2(S)-iso-propyl-3-[4-methoxy-3-(3-methoxypropyloxy)-phenyl]-propyl}-2,2-dimethyl-1,3-oxazolidine are hydrogenated in the presence of 1.0 g of 5% Pd/C in 50 ml of tetrahydrofuran for 15 minutes at room temperature and under normal pressure. The reaction mixture is filtered and concentrated by evaporation. The residue is purified by means of FC (140 g of silica gel, ethyl acetate/hexane=1:2). The title compound is obtain... The reactants are ICC (Iodoethane), BrC=1C(=NC(=C(C#N)C1)O)C1=CC=C(C=C1)F (5-bromo-6-(4-fluorophenyl)-2-hydroxynicotinonitrile), C([O-])([O-])=O.[K+].[K+] (potassium carbonate), CN(C)C=O (DMF), resultant mixture. The solvent is O (Water). Product: BrC=1C(=NC(=C(C#N)C1)OCC)C1=CC=C(C=C1)F (5-Bromo-2-ethoxy-6-(4-fluorophenyl)nicotinonitrile). Reaction SMILES: I[CH2:2][CH3:3].[Br:4][C:5]1[C:6]([C:14]2[CH:19]=[CH:18][C:17]([F:20])=[CH:16][CH:15]=2)=[N:7][C:8]([OH:13])=[C:9]([CH:12]=1)[C:10]#[N:11].C(=O)([O-])[O-].[K+].[K+].CN(C=O)C>O>[Br:4][C:5]1[C:6]([C:14]2[CH:19]=[CH:18][C:17]([F:20])=[CH:16][CH:15]=2)=[N:7][C:8]([O:13][CH2:2][CH3:3])=[C:9]([CH:12]=1)[C:10]#[N:11] |f:2.3.4|. Reported procedure: Iodoethane (1.43 mL) was added to a mixture of 5-bromo-6-(4-fluorophenyl)-2-hydroxynicotinonitrile (3.49 g), potassium carbonate (3.29 g), and DMF (30 mL), and the resultant mixture was stirred at 80° C. for 30 minutes. Water was added to the reaction mixture, followed by extraction with ethyl acetate. The organic layer was washed with saturated saline and dried over anhydrous magnesium sulfate, and then, the solvent was distilled off under reduced pressure. The obtained residue was purified by ... Starting materials: CO, CCOC(=O)C(OCOc1ccc(-c2ccc(Cl)cc2)cc1)(C(F)(F)F)C(F)(F)F, O. Yields the product O=C(O)C(OCOc1ccc(-c2ccc(Cl)cc2)cc1)(C(F)(F)F)C(F)(F)F. RXN SMILES: [CH3:31][OH:32].[Cl:1][c:2]1[cH:3][cH:4][c:5](-[c:8]2[cH:9][cH:10][c:11]([O:12][CH2:13][O:14][C:15]([C:16](=[O:17])[O:18][CH2:19][CH3:20])([C:21]([F:22])([F:23])[F:24])[C:25]([F:26])([F:27])[F:28])[cH:29][cH:30]2)[cH:6][cH:7]1.[OH2:33]>>[Cl:1][c:2]1[cH:3][cH:4][c:5](-[c:8]2[cH:9][cH:10][c:11]([O:12][CH2:13][O:14][C:15]([C:16](=[O:17])[OH:18])([C:21]([F:22])([F:23])[F:24])[C:25]([F:26])([F:27])[F:28])[cH:29][cH:30]2)[cH:6][cH:7]1. The reactants are CI (methyl iodide), epoxy, C#CCCCCCCCCCCCC(CC)OCC(O)COCCOCCOCCOC(C1=CC=CC=C1)(C1=CC=CC=C1)C1=CC=CC=C1 (1-O-(hexadecyn-14-yl)-3-O-[2-(2-trityloxyethoxyethoxy)ethyl]glycerol), crude product, [H-].[Na+] (sodium hydride), CO (methanol). The solvent is C1CCOC1 (THF), C1CCOC1 (THF). Reaction conditions: time 1 hour. Yields the product C#CCCCCCCCCCCCC(CC)OCC(OC)COCCOCCO (1-O-(Hexadecyn-14-yl)-3-O-[2-(2-hydroxyethoxy)ethyl]-2-O-methylglycerol). The yield is 45.0%. RXN SMILES: [CH:1]#[C:2][CH2:3][CH2:4][CH2:5][CH2:6][CH2:7][CH2:8][CH2:9][CH2:10][CH2:11][CH2:12][CH2:13][CH:14]([O:17][CH2:18][CH:19]([CH2:21][O:22][CH2:23][CH2:24][O:25][CH2:26][CH2:27][O:28]CCOC(C1C=CC=CC=1)(C1C=CC=CC=1)C1C=CC=CC=1)[OH:20])[CH2:15][CH3:16].[H-].[Na+].[CH3:53]I.CO>C1COCC1>[CH:1]#[C:2][CH2:3][CH2:4][CH2:5][CH2:6][CH2:7][CH2:8][CH2:9][CH2:10][CH2:11][CH2:12][CH2:13][CH:14]([O:17][CH2:18][CH:19]([CH2:21][O:22][CH2:23][CH2:24][O:25][CH2:26][CH2:27][OH:28])[O:20][CH3:53])[CH2:15][CH3:16] |f:1.2|. Reported procedure: Then 1.8 g (6.12 millimole) of this epoxy derivative was converted into crude 1-O-(hexadecyn-14-yl)-3-O-[2-(2-trityloxyethoxyethoxy)ethyl]glycerol by following the procedure described in Working Example 62. The crude product was dissolved in 20 ml of THF, to which 367 mg (9.18 millimole) of 60% sodium hydride was added, and the mixture was stirred at room temperature for 1 hour. To the reaction mixture was added dropwise 1.74 g (12.2 millimole) of methyl iodide in 4 ml of THF over a period of 20...